From a dataset of the Open Reaction Database (ORD), a public repository of structured organic reaction records. describe an organic reaction: reactants, conditions, products, and yield The reactants are CCO, CCOC(C)=O, O=C[O-], O=[N+]([O-])c1ccc(C2CCN(CC(F)(F)F)CC2)cc1, [NH4+]. Yields the product O=CNc1ccc(C2CCN(CC(F)(F)F)CC2)cc1. As a reaction SMILES: [CH3:25][CH2:26][OH:27].[CH3:28][CH2:29][O:30][C:31]([CH3:32])=[O:33].[CH:1](=[O:2])[O-:3].[F:5][C:6]([CH2:7][N:8]1[CH2:9][CH2:10][CH:11]([c:14]2[cH:15][cH:16][c:17]([N+:20]([O-:21])=[O:22])[cH:18][cH:19]2)[CH2:12][CH2:13]1)([F:23])[F:24].[NH4+:4]>>[CH:1](=[O:3])[NH:20][c:17]1[cH:16][cH:15][c:14]([CH:11]2[CH2:10][CH2:9][N:8]([CH2:7][C:6]([F:5])([F:23])[F:24])[CH2:13][CH2:12]2)[cH:19][cH:18]1. Reactants: O=C1C(CN(C2=C(N1)C=CC=C2)C2C=CCC2)NC(=O)OC(C)(C)C (2-oxo-3-tert-butoxycarbonylamino-5-(2-cyclopenten-1-yl)-1,3,4,5-tetrahydro-2H-1,5-benzodiazepine). Reagents/catalysts: [Pt]=O (Platinum oxide). Solvent: O1CCCC1 (tetrahydrofuran). Reaction conditions: time 2 hour. The product is O=C1C(CN(C2=C(N1)C=CC=C2)C2CCCC2)NC(=O)OC(C)(C)C (2-oxo-3-tert-butoxycarbonylamino-5-cyclopentyl-1,3,4,5-tetrahydro-2H-1,5-benzodiazepine). The yield is 66.3%. As a reaction SMILES: [O:1]=[C:2]1[NH:8][C:7]2[CH:9]=[CH:10][CH:11]=[CH:12][C:6]=2[N:5]([CH:13]2[CH2:17][CH2:16][CH:15]=[CH:14]2)[CH2:4][CH:3]1[NH:18][C:19]([O:21][C:22]([CH3:25])([CH3:24])[CH3:23])=[O:20]>O1CCCC1.[Pt]=O>[O:1]=[C:2]1[NH:8][C:7]2[CH:9]=[CH:10][CH:11]=[CH:12][C:6]=2[N:5]([CH:13]2[CH2:14][CH2:15][CH2:16][CH2:17]2)[CH2:4][CH:3]1[NH:18][C:19]([O:21][C:22]([CH3:25])([CH3:24])[CH3:23])=[O:20]. Procedure: Platinum oxide (100 mg) was added to a solution of 2-oxo-3-tert-butoxycarbonylamino-5-(2-cyclopenten-1-yl)-1,3,4,5-tetrahydro-2H-1,5-benzodiazepine (1.8 g) in anhydrous tetrahydrofuran (20 ml), the mixture was stirred at room temperature under ambient pressure under hydrogen atmosphere for 2 hours. The reaction mixture was filtrated through a pad of Celite, the filtrate was concentrated under reduced pressure, and the residue was purified by silica gel column chromatography(ethyl acetate:n-hexan...